From a dataset of the Open Reaction Database (ORD), a public repository of structured organic reaction records. describe an organic reaction: reactants, conditions, products, and yield Starting materials: C(#N)CC=1OC(C2=C(C1)C=C(C=C2O)OC)=O (3-cyanomethyl-8-hydroxy-6-methoxy-1-oxo-1H-2-benzopyran), C1(=CC=CC=C1)C (toluene), N1C=NC=C1 (imidazole), [Si](C)(C)(C(C)(C)C)Cl (tert-butyldimethylsilyl chloride). The solvent is CN(C=O)C (dimethylformamide). Conditions: time 2 hour. Yields the product [Si](C)(C)(C(C)(C)C)OC1=CC(=CC=2C=C(OC(C21)=O)CC#N)OC (8-tert-butyldimethylsilyloxy-3-cyanomethyl-6-methoxy-1-oxo-1H-2-benzopyran). Isolated yield 93.4%. RXN SMILES: [C:1]([CH2:3][C:4]1[O:5][C:6](=[O:17])[C:7]2[C:13]([OH:14])=[CH:12][C:11]([O:15][CH3:16])=[CH:10][C:8]=2[CH:9]=1)#[N:2].N1C=CN=C1.[Si:23](Cl)([C:26]([CH3:29])([CH3:28])[CH3:27])([CH3:25])[CH3:24].C1(C)C=CC=CC=1>CN(C)C=O>[Si:23]([O:14][C:13]1[C:7]2[C:6](=[O:17])[O:5][C:4]([CH2:3][C:1]#[N:2])=[CH:9][C:8]=2[CH:10]=[C:11]([O:15][CH3:16])[CH:12]=1)([C:26]([CH3:29])([CH3:28])[CH3:27])([CH3:25])[CH3:24]. Procedure details: 2.70 g (11.68 mmol) of the 3-cyanomethyl-8-hydroxy-6-methoxy-1-oxo-1H-2-benzopyran obtained in Example 3 was suspended in 25 ml of dimethylformamide. 1.59 g (23.4 mmol) of imidazole and 2.82 g (18.7 mmol) of tert-butyldimethylsilyl chloride were successively added thereto under cooling with ice, and the resulting mixture was stirred for 2 hours. After completion of the reaction, the reaction mixture was mixed with toluene, washed once with 50 ml of a 10% aqueous solution of sodium chloride, and ... Starting materials: O=[N+]([O-])c1ccc(Br)nc1, O=C([O-])[O-], CCOC(C)=O, CCC(C)N, [K+], [K+], CN(C)C=O. The product is CCC(C)Nc1ccc([N+](=O)[O-])cn1. RXN SMILES: [Br:1][c:2]1[n:3][cH:4][c:5]([N+:8](=[O:9])[O-:10])[cH:6][cH:7]1.[C:16](=[O:17])([O-:18])[O-:19].[CH3:27][CH2:28][O:29][C:30]([CH3:31])=[O:32].[CH:11]([CH3:12])([CH2:13][CH3:14])[NH2:15].[K+:20].[K+:21].[O:22]=[CH:23][N:24]([CH3:25])[CH3:26]>>[c:2]1([NH:15][CH:11]([CH3:12])[CH2:13][CH3:14])[n:3][cH:4][c:5]([N+:8](=[O:9])[O-:10])[cH:6][cH:7]1. Starting materials: ClC1=NC(=NC(=C1)Cl)SCC1=C(C(=CC=C1)OC)F (4,6-Dichloro-2-[(2-fluoro-3-methoxybenzyl)thio]pyrimidine), C[Si](CCOCCl)(C)C (2-(trimethylsilyl)ethoxymethyl chloride), CS(=O)(=O)N (methanesulfonamide), [H-].[Na+] (sodium hydride). Product: ClC1=CC(=NC(=N1)SCC1=C(C(=CC=C1)OC)F)N(S(=O)(=O)C)COCC[Si](C)(C)C (N-{6-Chloro-2-[(2-fluoro-3-methoxybenzyl)thio]pyrimidin-4-yl}-N-{[2-(trimethylsilyl)ethoxy]methyl}methanesulfonamide). RXN SMILES: Cl[C:2]1[CH:7]=[C:6]([Cl:8])[N:5]=[C:4]([S:9][CH2:10][C:11]2[CH:16]=[CH:15][CH:14]=[C:13]([O:17][CH3:18])[C:12]=2[F:19])[N:3]=1.[CH3:20][S:21]([NH2:24])(=[O:23])=[O:22].[H-].[Na+].[CH3:27][Si:28]([CH3:35])([CH3:34])[CH2:29][CH2:30][O:31][CH2:32]Cl>>[Cl:8][C:6]1[N:5]=[C:4]([S:9][CH2:10][C:11]2[CH:16]=[CH:15][CH:14]=[C:13]([O:17][CH3:18])[C:12]=2[F:19])[N:3]=[C:2]([N:24]([CH2:32][O:31][CH2:30][CH2:29][Si:28]([CH3:35])([CH3:34])[CH3:27])[S:21]([CH3:20])(=[O:23])=[O:22])[CH:7]=1 |f:2.3|. Reported procedure: The subtitle compound was prepared as a colourless oil by the method of Example 39 step iii) using the subtitle product of step v) (2.0 g), methanesulfonamide (0.60 g), 60% sodium hydride (0.50 g) and 2-(trimethylsilyl)ethoxymethyl chloride (1.11 ml). Yield: 2.42 g. Reactants: imidoyl chloride, C1(CCC1)C(CC(=O)OCC)=O (ethyl 3-cyclobutyl-3-oxopropanoate), solution, [O-]CC.[Na+] (sodium ethoxide), C(C)O (ethanol), ClN1C(CCC1=O)=O (N-chlorosuccinimide), ClC1=C(C=NO)C(=CC=C1)Cl (2,6-dichlorobenzaldehyde oxime). The solvent is O (water), O1CCCC1 (tetrahydrofuran), O (water), O1CCCC1 (tetrahydrofuran), O (water), CN(C)C=O (N,N,-dimethylformamide). Run at time 1 hour. Product: C1(CCC1)C1=C(C(=NO1)C1=C(C=CC=C1Cl)Cl)C(=O)OCC (Ethyl 5-cyclobutyl-3-(2,6-dichlorophenyl)-4-isoxazolecarboxylate). The yield is 38.0%. As a reaction SMILES: [Cl:1][C:2]1[CH:10]=[CH:9][CH:8]=[C:7]([Cl:11])[C:3]=1[CH:4]=[N:5][OH:6].ClN1C(=O)CCC1=O.[CH:20]1([C:24](=O)[CH2:25][C:26]([O:28][CH2:29][CH3:30])=[O:27])[CH2:23][CH2:22][CH2:21]1.[O-]CC.[Na+].C(O)C>CN(C=O)C.O1CCCC1.O>[CH:20]1([C:24]2[O:6][N:5]=[C:4]([C:3]3[C:2]([Cl:1])=[CH:10][CH:9]=[CH:8][C:7]=3[Cl:11])[C:25]=2[C:26]([O:28][CH2:29][CH3:30])=[O:27])[CH2:21][CH2:22][CH2:23]1 |f:3.4|. Procedure: To a solution of 2,6-dichlorobenzaldehyde oxime (2.2 g, 11.6 mmol) in N,N,-dimethylformamide (7 mL) cooled in a water bath was added solid N-chlorosuccinimide (1.5 g, 11.6 mmol). The solution was stirred with the flask in the water bath for approximately 20 minutes and then with the flask out of the bath for approximately 1 hour. The solution was poured into water and then extracted twice with ether. The combined organic phases were dried over magnesium sulfate and concentrated. To a separate so... Starting materials: Zn4(OCOCF3)6O, FC1=CC=C(C=C1)NC=1OCC(C1C(=O)OC)=O (methyl 2-[(4-fluorophenyl)amino]-4-oxo-4,5-dihydrofuran-3-carboxylate), COCCO (2-methoxyethanol), ClCC(CC(=O)OC)=O (methyl 4-chloroacetoacetate), FC1=CC=C(C=C1)N=C=O (4-fluorophenyl isocyanate). The reagents and catalysts are [Zn] (zinc). The solvent is O1CCOCC1 (dioxane). Conditions: temperature 120 celsius, time 1 hour. Product: FC1=CC=C(C=C1)NC=1OCC(C1C(=O)OCCOC)=O (2-methoxyethyl 2-[(4-fluorophenyl)amino]-4-oxo-4,5-dihydrofuran-3-carboxylate). Reaction SMILES: [F:1][C:2]1[CH:7]=[CH:6][C:5]([NH:8][C:9]2[O:10][CH2:11][C:12](=[O:18])[C:13]=2[C:14]([O:16][CH3:17])=[O:15])=[CH:4][CH:3]=1.ClCC(=O)C[C:23]([O:25][CH3:26])=O.FC1C=CC(N=C=O)=CC=1.COCCO>O1CCOCC1.[Zn]>[F:1][C:2]1[CH:3]=[CH:4][C:5]([NH:8][C:9]2[O:10][CH2:11][C:12](=[O:18])[C:13]=2[C:14]([O:16][CH2:17][CH2:23][O:25][CH3:26])=[O:15])=[CH:6][CH:7]=1. Reported procedure: A solution of methyl 2-[(4-fluorophenyl)amino]-4-oxo-4,5-dihydrofuran-3-carboxylate (0.063 g, 0.25 mmol) which similarly prepared according to the procedure described in the Example 2, First step using methyl 4-chloroacetoacetate and 4-fluorophenyl isocyanate, 2-methoxyethanol (0.2 mL, 2.5 mmol) and zinc cluster catalyst (Zn4(OCOCF3)6O) (0.0048 g, 0.0050 mmol) in anhydrous dioxane (1.0 mL) was stirred with the microwave synthesizer (Biotage Initiator™) at 120° C. for 1 h. Cooled to ambient tempe... Starting materials: C[Al](C)C (trimethylaluminium), C(C)OC(CCC1=CC=C(C=C1)Cl)=O (3-(4-chloro-phenyl)-propionic acid ethyl ester), C(CN)N (ethylenediamine). The solvent is C1(=CC=CC=C1)C (toluene), C1(=CC=CC=C1)C (toluene), C1(=CC=CC=C1)C (toluene), C1(=CC=CC=C1)C (toluene). Run at time 1 hour. The product is ClC1=CC=C(C=C1)CCC=1NCCN1 (2-[2-(4-Chloro-phenyl)-ethyl]-4,5-dihydro-1H-imidazole). Isolated yield 50.9%. As a reaction SMILES: C[Al](C)C.[CH2:5]([NH2:8])[CH2:6][NH2:7].C(O[C:12](=O)[CH2:13][CH2:14][C:15]1[CH:20]=[CH:19][C:18]([Cl:21])=[CH:17][CH:16]=1)C>C1(C)C=CC=CC=1>[Cl:21][C:18]1[CH:19]=[CH:20][C:15]([CH2:14][CH2:13][C:12]2[NH:7][CH2:6][CH2:5][N:8]=2)=[CH:16][CH:17]=1. Procedure: To dry toluene (4 ml) under an inert atmosphere at 0° C. was added a toluene solution of trimethylaluminium (2.45 ml, 4.89 mmol, 2 M solution). A solution of ethylenediamine (0.30 ml, 4.89 mmol) in toluene (1.5 ml) was then added dropwise and the reaction mixture was then allowed to warm to room temperature and stirred for 1 h at this temperature before being re-cooled to 0° C. To this mixture was added dropwise a solution of 3-(4-chloro-phenyl)-propionic acid ethyl ester (0.52 g, 2.45 mmol) in ...